This data is from the Open Reaction Database (ORD), a public repository of structured organic reaction records. The task is: describe an organic reaction: reactants, conditions, products, and yield Reactants: [Br-], [Zn+]Cc1ccccc1, O=C(Cl)C1CCCCC1, C1CCOC1. The product is O=C(Cc1ccccc1)C1CCCCC1. Reaction SMILES: [Br-:1].[CH2:2]([c:3]1[cH:4][cH:5][cH:6][cH:7][cH:8]1)[Zn+:9].[CH:10]1([C:16](=[O:17])[Cl:18])[CH2:11][CH2:12][CH2:13][CH2:14][CH2:15]1.[O:19]1[CH2:20][CH2:21][CH2:22][CH2:23]1>>[CH2:2]([c:3]1[cH:4][cH:5][cH:6][cH:7][cH:8]1)[C:16]([CH:10]1[CH2:11][CH2:12][CH2:13][CH2:14][CH2:15]1)=[O:17]. Reactants: Cl (HCl), C(C1=CC=CC=C1)[C@@]12C=3C=CC(=CC3CC[C@@H]2CC(CC1)=O)C(=O)O ((4bS,8aR)-4b-benzyl-7-oxo-4b,5,6,7,8,8a,9,10-octahydrophenanthrene-2-carboxylic acid), C(C1=CC=CC=C1)[C@@]12C=3C=CC(=CC3CC[C@@H]2CC(CC1)=O)C(=O)O ((4bS,8aR)-4b-benzyl-7-oxo-4b,5,6,7,8,8a,9,10-octahydrophenanthrene-2-carboxylic acid), [OH-].[Na+] (NaOH), C(C1=CC=CC=C1)=O (benzaldehyde). Run in CCOC(=O)C (EtOAc), O (water). Conditions: temperature 25 celsius, time 60 minute. Yields the product C(C1=CC=CC=C1)[C@@]12C=3C=CC(=CC3CC[C@@H]2CC(/C(/C1)=C/C1=CC=CC=C1)=O)C(=O)O ((4bR,6E,8aR)-4b-benzyl-6-benzylidene-7-oxo-4b,5,6,7,8,8a,9,10-octahydrophenanthrene-2-carboxylic acid). The yield is 79.7%. Reaction SMILES: [CH2:1]([C@@:8]12[CH2:21][CH2:20][C:19](=[O:22])[CH2:18][C@H:17]1[CH2:16][CH2:15][C:14]1[CH:13]=[C:12]([C:23]([OH:25])=[O:24])[CH:11]=[CH:10][C:9]2=1)[C:2]1[CH:7]=[CH:6][CH:5]=[CH:4][CH:3]=1.[OH-].[Na+].[CH:28](=O)[C:29]1[CH:34]=[CH:33][CH:32]=[CH:31][CH:30]=1.Cl>O.CCOC(C)=O>[CH2:1]([C@@:8]12[CH2:21]/[C:20](=[CH:28]\[C:29]3[CH:34]=[CH:33][CH:32]=[CH:31][CH:30]=3)/[C:19](=[O:22])[CH2:18][C@H:17]1[CH2:16][CH2:15][C:14]1[CH:13]=[C:12]([C:23]([OH:25])=[O:24])[CH:11]=[CH:10][C:9]2=1)[C:2]1[CH:3]=[CH:4][CH:5]=[CH:6][CH:7]=1 |f:1.2|. Procedure details: (4bS,8aR)-4b-benzyl-7-oxo-4b,5,6,7,8,8a,9,10-octahydrophenanthrene-2-carboxylic acid (6.5 g, 19.44 mmol) was suspended in water (65 mL). 2.5 M NaOH (11.7 mL, 29.16 mmol) was added followed by benzaldehyde (2.16 mL, 21.38 mmol). Over time (at 50° C. for 4 hours or at 25° C. over night) the mixture became homogeneous. The reaction was considered complete when there was less than 2% of (4bS,8aR)-4b-benzyl-7-oxo-4b,5,6,7,8,8a,9,10-octahydrophenanthrene-2-carboxylic acid (Preparation 5) remaining. Th... The reactants are COS(=O)(=O)OC, [Na+], [OH-], O, NC(CSC(c1ccccc1)(c1ccccc1)c1ccccc1)C(=O)O. Yields the product CNC(CSC(c1ccccc1)(c1ccccc1)c1ccccc1)C(=O)O. As a reaction SMILES: [CH3:3][O:4][S:5]([O:6][CH3:7])(=[O:8])=[O:9].[Na+:2].[OH-:1].[OH2:36].[c:10]1([C:16]([S:17][CH2:18][CH:19]([NH2:20])[C:21](=[O:22])[OH:23])([c:24]2[cH:25][cH:26][cH:27][cH:28][cH:29]2)[c:30]2[cH:31][cH:32][cH:33][cH:34][cH:35]2)[cH:11][cH:12][cH:13][cH:14][cH:15]1>>[CH3:3][NH:20][CH:19]([CH2:18][S:17][C:16]([c:10]1[cH:11][cH:12][cH:13][cH:14][cH:15]1)([c:24]1[cH:25][cH:26][cH:27][cH:28][cH:29]1)[c:30]1[cH:31][cH:32][cH:33][cH:34][cH:35]1)[C:21](=[O:22])[OH:23]. The reactants are COC1C[C@H](N(C1)C)COC=1C=NC=CC1 (3-((4-methoxy-1-methyl-2-(S)-pyrrolidinyl)methoxy)pyridine), Cl (HCl). Solvent: CCOCC (ether). Product: Cl.Cl.COC1C[C@H](N(C1)C)COC=1C=NC=CC1 (3-((4-methoxy-1-methyl-2-(S)-pyrrolidinyl)methoxy)pyndine dihydrochloride). RXN SMILES: [CH3:1][O:2][CH:3]1[CH2:7][N:6]([CH3:8])[C@H:5]([CH2:9][O:10][C:11]2[CH:12]=[N:13][CH:14]=[CH:15][CH:16]=2)[CH2:4]1.[ClH:17]>CCOCC>[ClH:17].[ClH:17].[CH3:1][O:2][CH:3]1[CH2:7][N:6]([CH3:8])[C@H:5]([CH2:9][O:10][C:11]2[CH:12]=[N:13][CH:14]=[CH:15][CH:16]=2)[CH2:4]1 |f:3.4.5|. Reported procedure: The compound from step 47b was treated with HCl in ether according to Example 14c to afford the title compound. MS (DCI/NH3) m/e: 223 (M+H)+. 1H NMR (D2O, 300 MHz) δ: 8.61 (m, 1H), 8.43 (d, 1H, J=5.32 Hz), 7.91 (m, 1H), 7.74 dd, 1H, J=5.34, 8.1 Hz), 4.61-4.53 (m, 2H), 4.14 (m, 1H), 3.98 (m, 1H), 3.81 (m, 1H), 3.30 (s, 3H), 3.22 (m, 1H), 2.96 (s, 3H), 2.37 (m, 1H), 2.01 (m, 1H). Anal. Calc. for C12H20N2O2Cl2 : C, 48.82; H, 6.82; N, 9.49; Found C, 48.56; H, 6.88; N, 9.43. As a reaction SMILES: [C:1]([CH3:2])([CH3:3])([CH3:4])[O:5][C:6](=[O:7])[N:8]1[C:9]([CH3:24])([CH3:25])[O:10][CH:11]([C:20](=[O:21])[O:22][CH3:23])[CH:12]1[c:13]1[cH:14][cH:15][c:16]([I:19])[cH:17][cH:18]1.[CH3:29][CH2:30][OH:31].[Li+:28].[OH-:27].[OH2:26].[OH2:32]>>[C:1]([CH3:2])([CH3:3])([CH3:4])[O:5][C:6](=[O:7])[N:8]1[C:9]([CH3:24])([CH3:25])[O:10][CH:11]([C:20](=[O:21])[OH:22])[CH:12]1[c:13]1[cH:14][cH:15][c:16]([I:19])[cH:17][cH:18]1. The reactants are COC(=O)C1OC(C)(C)N(C(=O)OC(C)(C)C)C1c1ccc(I)cc1, CCO, [Li+], [OH-], O, O. Yields the product CC(C)(C)OC(=O)N1C(c2ccc(I)cc2)C(C(=O)O)OC1(C)C. Procedure: To a mixture of methyl 2-amino-5-ethylthiophene-3-carboxylate (5 g), (isocyanatomethyl)benzene (3.33 mL) and tetrahydrofuran (50 mL) was added sodium hydride (1.18 g), and the mixture was stirred at 60° C. for 5 hr. The reaction mixture was diluted with water, and the mixture was adjusted to pH 4 with 1N hydrochloric acid, and extracted with ethyl acetate. The obtained ethyl acetate layer was washed with saturated brine, and dried over anhydrous magnesium sulfate. The solvent was evaporated unde... As a reaction SMILES: [NH2:1][C:2]1[S:3][C:4]([CH2:11][CH3:12])=[CH:5][C:6]=1[C:7]([O:9]C)=O.[N:13]([CH2:16][C:17]1[CH:22]=[CH:21][CH:20]=[CH:19][CH:18]=1)=[C:14]=[O:15].[H-].[Na+].Cl>O.O1CCCC1>[CH2:16]([N:13]1[C:7](=[O:9])[C:6]2[CH:5]=[C:4]([CH2:11][CH3:12])[S:3][C:2]=2[NH:1][C:14]1=[O:15])[C:17]1[CH:22]=[CH:21][CH:20]=[CH:19][CH:18]=1 |f:2.3|. Conditions: temperature 60 celsius, time 5 hour. Yields the product C(C1=CC=CC=C1)N1C(NC2=C(C1=O)C=C(S2)CC)=O (3-benzyl-6-ethylthieno[2,3-d]pyrimidine-2,4(1H,3H)-dione). Reactants: Cl (hydrochloric acid), NC=1SC(=CC1C(=O)OC)CC (methyl 2-amino-5-ethylthiophene-3-carboxylate), N(=C=O)CC1=CC=CC=C1 ((isocyanatomethyl)benzene), [H-].[Na+] (sodium hydride). Run in O (water), O1CCCC1 (tetrahydrofuran). Isolated yield 25.0%. Reactants: Cl.BrC1=CC=C(C=C1)NN (4-bromophenylhydrazine hydrochloride), O1CCCC=C1 (3,4-dihydro-2H-pyran). The solvent is COCCO (2-methoxyethanol). The product is BrC=1C=C2C(=CNC2=CC1)CCCO (5-Bromo-3-(3-hydroxypropyl)-1H-indole). Yield: 68.8%. RXN SMILES: Cl.[Br:2][C:3]1[CH:8]=[CH:7][C:6]([NH:9]N)=[CH:5][CH:4]=1.[O:11]1[CH:16]=[CH:15][CH2:14][CH2:13][CH2:12]1>COCCO>[Br:2][C:3]1[CH:8]=[C:7]2[C:6](=[CH:5][CH:4]=1)[NH:9][CH:16]=[C:15]2[CH2:14][CH2:13][CH2:12][OH:11] |f:0.1|. Procedure: A modification of a procedure reported by Grandberg (Chem. Abstr. 1973, 79,918895) was used. Thus, to a suspension of 4-bromophenylhydrazine hydrochloride (56.0 g, 0.25 mol) in 200 mL of 2-methoxyethanol was added 3,4-dihydro-2H-pyran (25.5 mL, 0.28 mol) over ca. 5 min and the resulting mixture was heated to reflux under Ar for 3.5 h. The cooled reaction mixture was evaporated and the residual oil was poured into 500 mL of cold water. The aqueous mixture was extracted with ether (2×250 mL) and t...